Dataset: the Open Reaction Database (ORD), a public repository of structured organic reaction records. Task: describe an organic reaction: reactants, conditions, products, and yield Starting materials: NC1=NC(=CC(=C1C#N)C)C (2-amino-4,6-dimethyl-3-pyridinecarbonitrile), [N+](=O)([O-])C1=C(C=CC=C1)S(=O)(=O)N=C=O (o-nitrobenzenesulfonyl isocyanate). Solvent: C(C)#N (acetonitrile). Reaction conditions: time 8 hour. Yields the product C(#N)C=1C(=NC(=CC1C)C)NC(=O)NS(=O)(=O)C1=C(C=CC=C1)[N+](=O)[O-] (N-[(3-Cyano-4,6-dimethylpyridin-2-yl)aminocarbonyl]-2-nitrobenzenesulfonamide). RXN SMILES: [NH2:1][C:2]1[C:7]([C:8]#[N:9])=[C:6]([CH3:10])[CH:5]=[C:4]([CH3:11])[N:3]=1.[N+:12]([C:15]1[CH:20]=[CH:19][CH:18]=[CH:17][C:16]=1[S:21]([N:24]=[C:25]=[O:26])(=[O:23])=[O:22])([O-:14])=[O:13]>C(#N)C>[C:8]([C:7]1[C:2]([NH:1][C:25]([NH:24][S:21]([C:16]2[CH:17]=[CH:18][CH:19]=[CH:20][C:15]=2[N+:12]([O-:14])=[O:13])(=[O:22])=[O:23])=[O:26])=[N:3][C:4]([CH3:11])=[CH:5][C:6]=1[CH3:10])#[N:9]. Procedure details: To a stirred suspension of 0.5 g (4.3 mmol) 2-amino-4,6-dimethyl-3-pyridinecarbonitrile [Archiv. Pharm., 288, 174 (1955)] in 20 ml of acetonitrile was added 1.3 g (5.7 mmol) o-nitrobenzenesulfonyl isocyanate. The mixture was then heated to reflux (80°) for four hours followed by stirring at ambient temperature overnight. A crystalline product was collected, 0.5 g, m.p. 174°-176° dec. An infrared spectrum (nujol mull) exhibited absorptions at 1700, 1720 and 2240 cm-1 ; and a proton magnetic reson... Reactants: CN1C2CCC1CC(Oc1nc(-c3ccc(N)cc3)nc(N3CCOCC3)n1)C2, O=C(OC(Cl)(Cl)Cl)OC(Cl)(Cl)Cl, ClCCl, Nc1ccncc1. Product: CN1C2CCC1CC(Oc1nc(-c3ccc(NC(=O)Nc4ccncc4)cc3)nc(N3CCOCC3)n1)C2. As a reaction SMILES: [CH3:13][N:14]1[CH:15]2[CH2:16][CH:17]([O:22][c:23]3[n:24][c:25](-[c:35]4[cH:36][cH:37][c:38]([NH2:41])[cH:39][cH:40]4)[n:26][c:27]([N:29]4[CH2:30][CH2:31][O:32][CH2:33][CH2:34]4)[n:28]3)[CH2:18][CH:19]1[CH2:20][CH2:21]2.[Cl:1][C:2]([Cl:3])([O:4][C:5]([O:6][C:7]([Cl:8])([Cl:9])[Cl:10])=[O:11])[Cl:12].[Cl:49][CH2:50][Cl:51].[NH2:42][c:43]1[cH:44][cH:45][n:46][cH:47][cH:48]1>>[C:5](=[O:11])([NH:41][c:38]1[cH:37][cH:36][c:35](-[c:25]2[n:24][c:23]([O:22][CH:17]3[CH2:16][CH:15]4[N:14]([CH3:13])[CH:19]([CH2:18]3)[CH2:20][CH2:21]4)[n:28][c:27]([N:29]3[CH2:30][CH2:31][O:32][CH2:33][CH2:34]3)[n:26]2)[cH:40][cH:39]1)[NH:42][c:43]1[cH:44][cH:45][n:46][cH:47][cH:48]1. Starting materials: BrC=1C=C(C(=O)O)C=CC1C (3-bromo-4-methylbenzoic acid), C1=CC=C(C=C1)P(CCCP(C2=CC=CC=C2)C3=CC=CC=C3)C4=CC=CC=C4 (bis(1,3-diphenylphosphino)propane), C([O-])([O-])=O.[K+].[K+] (potassium carbonate), [C]=O (carbon monoxide), Cl (HCl). Reagents/catalysts: C(C)(=O)[O-].[Pd+2].C(C)(=O)[O-] (palladium acetate). The solvent is CO (MeOH). Yields the product COC(=O)C=1C=C(C(=O)O)C=CC1C (3-(Methoxycarbonyl)-4-methylbenzoic acid). Reaction SMILES: Br[C:2]1[CH:3]=[C:4]([CH:8]=[CH:9][C:10]=1[CH3:11])[C:5]([OH:7])=[O:6].[CH:12]1C=CC(P(C2C=CC=CC=2)CCCP(C2C=CC=CC=2)C2C=CC=CC=2)=CC=1.[C:41](=[O:44])([O-])[O-:42].[K+].[K+].[C]=O.Cl>C([O-])(=O)C.[Pd+2].C([O-])(=O)C.CO>[CH3:12][O:42][C:41]([C:2]1[CH:3]=[C:4]([CH:8]=[CH:9][C:10]=1[CH3:11])[C:5]([OH:7])=[O:6])=[O:44] |f:2.3.4,7.8.9,^3:46|. Procedure details: A parr reactor was charged with 3-bromo-4-methylbenzoic acid, MeOH (50 mL), palladium acetate (0.44 g, 1.95 mmol), bis(1,3-diphenylphosphino)propane, and potassium carbonate (4.0 g, 29.3 mmol) was pressurized to 80 psi with carbon monoxide gas. The reaction was maintained at this temperature for 48 h. The reaction was cooled, acidified with 1 N HCl, and extracted with methylene chloride. The organic extracts were dried over sodium sulfate, filtered, concentrated and then purified by reverse phas... Reactants: CN(C)C=O, CN1C(=O)CS(=O)(=O)c2cc(Cl)ccc21, Cl, O=C=Nc1ccc(F)cc1, C1CCC2=NCCCN2CC1. The product is CN1C(=O)C(C(=O)Nc2ccc(F)cc2)S(=O)(=O)c2cc(Cl)ccc21. RXN SMILES: [CH3:38][N:39]([CH3:40])[CH:41]=[O:42].[Cl:12][c:13]1[cH:14][c:15]2[c:16]([cH:25][cH:26]1)[N:17]([CH3:24])[C:18](=[O:23])[CH2:19][S:20]2(=[O:21])=[O:22].[ClH:37].[F:27][c:28]1[cH:29][cH:30][c:31]([N:34]=[C:35]=[O:36])[cH:32][cH:33]1.[N:1]12[CH2:2][CH2:3][CH2:4][N:5]=[C:6]1[CH2:7][CH2:8][CH2:9][CH2:10][CH2:11]2>>[Cl:12][c:13]1[cH:14][c:15]2[c:16]([cH:25][cH:26]1)[N:17]([CH3:24])[C:18](=[O:23])[CH:19]([C:35]([NH:34][c:31]1[cH:30][cH:29][c:28]([F:27])[cH:33][cH:32]1)=[O:36])[S:20]2(=[O:21])=[O:22].